From a dataset of the Open Reaction Database (ORD), a public repository of structured organic reaction records. describe an organic reaction: reactants, conditions, products, and yield Solvent: C(C)O (ethanol). Yields the product FC=1C=C(C=C(C1)C1(CCOC1)OC)O (4-(5-Fluoro-3-hydroxyphenyl)-4-methoxytetrahydrofuran). Isolated yield 108.8%. The reagents and catalysts are [Pd] (palladium-on-charcoal). As a reaction SMILES: C([O:8][C:9]1[CH:10]=[C:11]([C:16]2([O:21][CH3:22])[CH2:20][O:19][CH2:18][CH2:17]2)[CH:12]=[C:13]([F:15])[CH:14]=1)C1C=CC=CC=1>C(O)C.[Pd]>[F:15][C:13]1[CH:14]=[C:9]([OH:8])[CH:10]=[C:11]([C:16]2([O:21][CH3:22])[CH2:20][O:19][CH2:18][CH2:17]2)[CH:12]=1. Procedure: A solution of 4-(3-benzyloxy-5-fluorophenyl)-4-methoxytetrahydrofuran (1.1 g) in ethanol (20 ml) was hydrogenated in the presence of 10% palladium-on-charcoal catalyst (1 00 mg) for about 3 hours. The mixture was filtered and the filtrate was evaporated to give 840 mg of the title compound. m.p. 136°-137° C. Starting materials: C(C1=CC=CC=C1)OC=1C=C(C=C(C1)F)C1(CCOC1)OC (4-(3-benzyloxy-5-fluorophenyl)-4-methoxytetrahydrofuran). The reactants are ClCC(C)(C1=CC=CC=C1)C (1-chloro-2-methyl-2-phenyl-propane), C1=NC=CC2=CC=CC=C12 (isoquinoline), CC1NCC(C2=CC=CC=C12)(C)C (1-methyl-4,4-dimethyl-1,2,3,4-tetrahydroisoquinoline), [OH-].[Na+] (sodium hydroxide), ClC(C(=O)Cl)Cl (dichloroacetyl chloride). Solvent: C(Cl)Cl (methylene chloride), C(C)#N (acetonitrile). Product: ClC(C(=O)N1C(C2=CC=CC=C2C(C1)(C)C)C)Cl (2-(Dichloroacetyl)-1,4,4-trimethyl-1,2,3,4-tetrahydroisoquinoline). RXN SMILES: ClCC(C)(C1C=CC=CC=1)C.[CH3:12][CH:13]1[C:22]2[C:17](=[CH:18][CH:19]=[CH:20][CH:21]=2)[C:16]([CH3:24])([CH3:23])[CH2:15][NH:14]1.C1C2C(=CC=CC=2)C=CN=1.[Cl:35][CH:36]([Cl:40])[C:37](Cl)=[O:38].[OH-].[Na+]>C(Cl)Cl.C(#N)C>[Cl:35][CH:36]([Cl:40])[C:37]([N:14]1[CH2:15][C:16]([CH3:23])([CH3:24])[C:17]2[C:22](=[CH:21][CH:20]=[CH:19][CH:18]=2)[CH:13]1[CH3:12])=[O:38] |f:4.5|. Reported procedure: By procedures described in Example 1 (Method B), 1-chloro-2-methyl-2-phenyl-propane and acetonitrile were converted to 1-methyl-4,4-dimethyl-1,2,3,4-tetrahydroisoquinoline. A reaction vessel was charged with 4.0 g of this isoquinoline compound and 50 ml methylene chloride. With this mixture stirred, 2 ml dichloroacetyl chloride was added dropwise to the mixture. The mixture was stirred for 20 minutes and then made alkaline with aqueous sodium hydroxide. The organic extract was dried with magnesi... The reactants are C1CCCC12NCCN(C2)C(=O)OC(C)(C)C (tert-butyl 6,9-diazaspiro[4.5]decane-9-carboxylate), [H-].[Na+] (NaH), ClC=1OC=2C(N1)=C(C=CC2)C(=O)OC (methyl 2-chlorobenzoxazole-4-carboxylate). The solvent is COCCOC (DME). Run at time 10 minute. Yields the product C(C)(C)(C)OC(=O)N1CCN(C2(CCCC2)C1)C=1OC=2C(N1)=C(C=CC2)C(=O)OC (methyl 2-(9-(tert-butoxycarbonyl)-6,9-diazaspiro[4.5]decan-6-yl)benzoxazole-4-carboxylate). The yield is 18.5%. Reaction SMILES: [CH2:1]1[C:5]2([CH2:10][N:9]([C:11]([O:13][C:14]([CH3:17])([CH3:16])[CH3:15])=[O:12])[CH2:8][CH2:7][NH:6]2)[CH2:4][CH2:3][CH2:2]1.[H-].[Na+].Cl[C:21]1[O:22][C:23]2[C:24](=[C:26]([C:30]([O:32][CH3:33])=[O:31])[CH:27]=[CH:28][CH:29]=2)[N:25]=1>COCCOC>[C:14]([O:13][C:11]([N:9]1[CH2:10][C:5]2([CH2:1][CH2:2][CH2:3][CH2:4]2)[N:6]([C:21]2[O:22][C:23]3[C:24](=[C:26]([C:30]([O:32][CH3:33])=[O:31])[CH:27]=[CH:28][CH:29]=3)[N:25]=2)[CH2:7][CH2:8]1)=[O:12])([CH3:17])([CH3:16])[CH3:15] |f:1.2|. Reported procedure: To a solution of tert-butyl 6,9-diazaspiro[4.5]decane-9-carboxylate (192 mg, 0.80 mmol) in DME (10 mL) was added NaH (60%, 96 mg, 2.4 mmol). The reaction mixture was stirred at room temperature for 10 min, followed by addition of methyl 2-chlorobenzoxazole-4-carboxylate (186 mg, 0.88 mmol). The reaction mixture was stirred at room temperature for 20 h. The reaction was quenched by adding 5 mL of H2O and extracted with EtOAc (2×30 mL). The organic layer was washed by brine, dried over Na2SO4, fil... Starting materials: C1CCOC1, CC(C)(C)OC(=O)NCCN, On1nnc2ccccc21, O=C(O)Cc1ccc(OCc2ccc(-c3ccccc3)cc2)cc1. Product: CC(C)(C)OC(=O)NCCNC(=O)Cc1ccc(OCc2ccc(-c3ccccc3)cc2)cc1. RXN SMILES: [CH2:46]1[O:47][CH2:48][CH2:49][CH2:50]1.[NH2:35][CH2:36][CH2:37][NH:38][C:39]([O:40][C:41]([CH3:42])([CH3:43])[CH3:44])=[O:45].[OH:25][n:26]1[c:27]2[c:28]([cH:29][cH:30][cH:31][cH:32]2)[n:33][n:34]1.[c:1]1(-[c:19]2[cH:20][cH:21][cH:22][cH:23][cH:24]2)[cH:2][cH:3][c:4]([CH2:7][O:8][c:9]2[cH:10][cH:11][c:12]([CH2:15][C:16](=[O:17])[OH:18])[cH:13][cH:14]2)[cH:5][cH:6]1>>[c:1]1(-[c:19]2[cH:20][cH:21][cH:22][cH:23][cH:24]2)[cH:2][cH:3][c:4]([CH2:7][O:8][c:9]2[cH:10][cH:11][c:12]([CH2:15][C:16](=[O:17])[NH:35][CH2:36][CH2:37][NH:38][C:39]([O:40][C:41]([CH3:42])([CH3:43])[CH3:44])=[O:45])[cH:13][cH:14]2)[cH:5][cH:6]1. The reactants are Nc1cc(O)ccc1Cl, FC(F)(F)c1cc(Cl)nc(-c2ccccn2)n1. Product: Oc1ccc(Cl)c(Nc2cc(C(F)(F)F)nc(-c3ccccn3)n2)c1. RXN SMILES: [Cl:18][c:19]1[c:20]([NH2:21])[cH:22][c:23]([OH:26])[cH:24][cH:25]1.[Cl:1][c:2]1[n:3][c:4](-[c:12]2[n:13][cH:14][cH:15][cH:16][cH:17]2)[n:5][c:6]([C:8]([F:9])([F:10])[F:11])[cH:7]1>>[c:2]1([NH:21][c:20]2[c:19]([Cl:18])[cH:25][cH:24][c:23]([OH:26])[cH:22]2)[n:3][c:4](-[c:12]2[n:13][cH:14][cH:15][cH:16][cH:17]2)[n:5][c:6]([C:8]([F:9])([F:10])[F:11])[cH:7]1. Reactants: OC1=C(C(=O)C2=C(C=CC=C2)OC)C=CC=C1 (2-hydroxy-2′-methoxybenzophenone), C([O-])([O-])=O.[K+].[K+] (potassium carbonate), C(C1=CC=CC=C1)Br (benzyl bromide). Run in CS(=O)C (dimethylsulfoxide), C(C)OCC (diethyl ether), O (water). Conditions: time 8 hour. The product is C(C1=CC=CC=C1)OC1=C(C(=O)C2=C(C=CC=C2)OC)C=CC=C1 (2-benzyloxy-2′-methoxybenzophenone). Reaction SMILES: [OH:1][C:2]1[CH:17]=[CH:16][CH:15]=[CH:14][C:3]=1[C:4]([C:6]1[CH:11]=[CH:10][CH:9]=[CH:8][C:7]=1[O:12][CH3:13])=[O:5].C(=O)([O-])[O-].[K+].[K+].[CH2:24](Br)[C:25]1[CH:30]=[CH:29][CH:28]=[CH:27][CH:26]=1>CS(C)=O.C(OCC)C.O>[CH2:24]([O:1][C:2]1[CH:17]=[CH:16][CH:15]=[CH:14][C:3]=1[C:4]([C:6]1[CH:11]=[CH:10][CH:9]=[CH:8][C:7]=1[O:12][CH3:13])=[O:5])[C:25]1[CH:30]=[CH:29][CH:28]=[CH:27][CH:26]=1 |f:1.2.3|. Procedure: A mixture of 2-hydroxy-2′-methoxybenzophenone (12) (8.08 g, 0.0354 mol), potassium carbonate (24.5 g, 0.177 mol) and benzyl bromide (4.4 mL, 0.037 mol) in 90 mL of dimethylsulfoxide was stirred overnight at room temperature. The resulting reaction mixture was diluted with diethyl ether and water and the aqueous layer was extracted with fresh diethyl ether. The combined organic layers were washed with water, followed by saturated NaCI and dried over sodium sulfate. After purification by flash col...